Dataset: the Open Reaction Database (ORD), a public repository of structured organic reaction records. Task: describe an organic reaction: reactants, conditions, products, and yield As a reaction SMILES: [Cl:1][C:2]1[C:11]2[C:6](=[CH:7][CH:8]=[C:9]([O:12][CH:13]([CH3:15])[CH3:14])[CH:10]=2)[C:5]([OH:16])=[C:4]([C:17]([OH:19])=O)[N:3]=1.Cl.C([O:25][C:26](=[O:35])[C@H:27]([NH2:34])[CH2:28][O:29]C(C)(C)C)(C)(C)C>>[Cl:1][C:2]1[C:11]2[C:6](=[CH:7][CH:8]=[C:9]([O:12][CH:13]([CH3:14])[CH3:15])[CH:10]=2)[C:5]([OH:16])=[C:4]([C:17]([NH:34][C@H:27]([CH2:28][OH:29])[C:26]([OH:35])=[O:25])=[O:19])[N:3]=1 |f:1.2|. The reactants are ClC1=NC(=C(C2=CC=C(C=C12)OC(C)C)O)C(=O)O (1-chloro-4-hydroxy-7-isopropoxy-isoquinoline-3-carboxylic acid), Cl.C(C)(C)(C)OC([C@@H](COC(C)(C)C)N)=O ((R)-2-amino-3-tert-butoxy-propionic acid tert-butyl ester hydrochloride). Reported procedure: Prepared in analogy to Example A-2 e) and f) from 1-chloro-4-hydroxy-7-isopropoxy-isoquinoline-3-carboxylic acid (can be obtained according to U.S. Pat. No. 6,093,730, October 1998, Weidmann et al.) and (R)-2-amino-3-tert-butoxy-propionic acid tert-butyl ester hydrochloride; MS-(+)-ion: M+1=369.0 amu. Product: ClC1=NC(=C(C2=CC=C(C=C12)OC(C)C)O)C(=O)N[C@@H](C(=O)O)CO ((R)-2-[(1-Chloro-4-hydroxy-7-isopropoxy-isoquinoline-3-carbonyl)-amino]-3-hydroxy-propionic acid). Reactants: C(C1=CC=CC=C1)O (benzyl alcohol), CC(C)([O-])C.[K+] (potassium t-butoxide), CC(C)([O-])C.[K+] (potassium t-butoxide), C(C=C)Br (allyl bromide), C(C=C)Br (allyl bromide), O (water). Solvent: O1CCCC1 (tetrahydrofuran). Run at time 1 hour. Yields the product C(C1=CC=CC=C1)OCC=C (Allyl Benzyl Ether). Reaction SMILES: [CH2:1]([OH:8])[C:2]1[CH:7]=[CH:6][CH:5]=[CH:4][CH:3]=1.[CH3:9][C:10](C)([O-])[CH3:11].[K+].C(Br)C=C.O>O1CCCC1>[CH2:1]([O:8][CH2:11][CH:10]=[CH2:9])[C:2]1[CH:7]=[CH:6][CH:5]=[CH:4][CH:3]=1 |f:1.2|. Procedure details: In 870 g of tetrahydrofuran were dissolved 218 g (2 mol) of benzyl alcohol and 224 g (2 mol) of potassium t-butoxide. With stirring at room temperature, 242 g (2 mol) of allyl bromide was added dropwise so that the temperature might not exceed 60° C. At the end of addition, the solution was heated at 60° C. on an oil bath and ripened for one hour at the temperature. The solution was allowed to cool down to room temperature, and 11.2 g (0.1 mol) of potassium t-butoxide was added. With stirring at... Starting materials: C#CCCC1(C)OCCO1, [Cl-], ClCCCI, [Li], [NH2-], N, [NH4+]. The product is CC1(CCC#CCCCCl)OCCO1. RXN SMILES: [CH3:1][C:2]1([CH2:7][CH2:8][C:9]#[CH:10])[O:3][CH2:4][CH2:5][O:6]1.[Cl-:16].[Cl:11][CH2:12][CH2:13][CH2:14][I:15].[Li:19].[NH2-:20].[NH3:18].[NH4+:17]>>[CH3:1][C:2]1([CH2:7][CH2:8][C:9]#[C:10][CH2:14][CH2:13][CH2:12][Cl:11])[O:3][CH2:4][CH2:5][O:6]1. The reactants are COC1=CC=C(C=C1)N1C(C(C1C1=CC=CC=C1)(C)C)=O (N-(4-methoxy-phenyl)-3,3-dimethyl-4-phenylazetidin-2-one), lithium 25 perchlorate, stainless steel, graphite. Solvent: C(C)#N (acetonitrile), O (water). Yields the product CC1(C(NC1C1=CC=CC=C1)=O)C (3,3-dimethyl-4-phenylazetidin-2-one). RXN SMILES: COC1C=CC([N:9]2[CH:12]([C:13]3[CH:18]=[CH:17][CH:16]=[CH:15][CH:14]=3)[C:11]([CH3:20])([CH3:19])[C:10]2=[O:21])=CC=1>C(#N)C.O>[CH3:19][C:11]1([CH3:20])[CH:12]([C:13]2[CH:14]=[CH:15][CH:16]=[CH:17][CH:18]=2)[NH:9][C:10]1=[O:21]. Procedure details: A solution of 24.4 g of N-(4-methoxy-phenyl)-3,3-dimethyl-4-phenylazetidin-2-one and 16.5 g of lithium 25 perchlorate in a mixture of 500 cm3 of acetonitrile and 50 cm3 of water, is subjected to electrolysis in a unseparated cell, using a graphite anode and a stainless steel grille as cathode and maintaining a constant potential difference of 1.5 V. At the end of the reaction the solution is concentrated to 1/4 of volume. An extraction is made with ethyl acetate and the organic phase is washed w... Reaction SMILES: [NH2:1][C:2]1[CH2:3][CH2:4][CH2:5][CH2:6][CH2:7][N:8]=1.C([O:11][CH:12]=[C:13]([C:19](OCC)=O)[C:14]([O:16][CH2:17][CH3:18])=[O:15])C>C(O)C>[O:11]=[C:12]1[N:8]2[CH2:7][CH2:6][CH2:5][CH2:4][CH2:3][C:2]2=[N:1][CH:19]=[C:13]1[C:14]([O:16][CH2:17][CH3:18])=[O:15]. Product: O=C1C(=CN=C2N1CCCCC2)C(=O)OCC (ethyl 4-oxo-4,6,7,8,9,10-hexahydro-pyrimido[1,2-a]azepine-3-carboxylate). Run at time 1 hour. Reactants: NC=1CCCCCN1 (7-amino-3,4,5,6-tetrahydro-2H-azepine), C(C)OC=C(C(=O)OCC)C(=O)OCC (diethyl ethoxy-methylene-malonate). Solvent: C(C)O (ethanol), C(C)O (ethanol). Isolated yield 80.5%. Procedure details: 67.2 g of 7-amino-3,4,5,6-tetrahydro-2H-azepine are dissolved in 600 ml. of ethanol and the solution is cooled to -10° C. and to the reaction mixture a solution of 127.8 g. of diethyl ethoxy-methylene-malonate in 600 ml. of ethanol is added dropwise under stirring within 1 hour. The reaction mixture is stirred for a further hour at a temperature of -10° C. to -5° C. whereafter it is boiled for 1 hour. Ethanol is distilled off at reduced pressure. The residual yellow oil containing an about 10:1 ... Reactants: ClCCl, c1cncc(C2CCNC2)c1, O=C(Oc1ccc([N+](=O)[O-])cc1)N1CCOc2ccccc21, O. Yields the product O=C(N1CCC(c2cccnc2)C1)N1CCOc2ccccc21. As a reaction SMILES: [Cl:35][CH2:36][Cl:37].[NH:23]1[CH2:24][CH:25]([c:28]2[cH:29][n:30][cH:31][cH:32][cH:33]2)[CH2:26][CH2:27]1.[O:1]1[CH2:2][CH2:3][N:4]([C:11]([O:13][c:12]2[cH:14][cH:15][c:16]([N+:17]([O-:18])=[O:19])[cH:20][cH:21]2)=[O:22])[c:5]2[c:6]1[cH:7][cH:8][cH:9][cH:10]2.[OH2:34]>>[O:1]1[CH2:2][CH2:3][N:4]([C:11](=[O:13])[N:23]2[CH2:24][CH:25]([c:28]3[cH:29][n:30][cH:31][cH:32][cH:33]3)[CH2:26][CH2:27]2)[c:5]2[c:6]1[cH:7][cH:8][cH:9][cH:10]2. Reactants: ICCC1=CC=C(C=C1)COC1=CC=CC=C1 (1-(2-Iodoethyl)-4-(phenoxymethyl)benzene), CS(=O)(=O)C(C(=O)OCC)C (ethyl 2-(methylsulfonyl)propanoate). Yields the product CC(C(=O)OCC)(CCC1=CC=C(C=C1)COC1=CC=CC=C1)S(=O)(=O)C (Ethyl 2-methyl-2-(methylsulfonyl)-4-[4-(phenoxymethyl)phenyl]butanoate). Isolated yield 105.5%. As a reaction SMILES: I[CH2:2][CH2:3][C:4]1[CH:9]=[CH:8][C:7]([CH2:10][O:11][C:12]2[CH:17]=[CH:16][CH:15]=[CH:14][CH:13]=2)=[CH:6][CH:5]=1.[CH3:18][S:19]([CH:22]([CH3:28])[C:23]([O:25][CH2:26][CH3:27])=[O:24])(=[O:21])=[O:20]>>[CH3:28][C:22]([S:19]([CH3:18])(=[O:20])=[O:21])([CH2:2][CH2:3][C:4]1[CH:9]=[CH:8][C:7]([CH2:10][O:11][C:12]2[CH:17]=[CH:16][CH:15]=[CH:14][CH:13]=2)=[CH:6][CH:5]=1)[C:23]([O:25][CH2:26][CH3:27])=[O:24]. Procedure: 1-(2-Iodoethyl)-4-(phenoxymethyl)benzene (960 mg, 2.84 mmol) and ethyl 2-(methylsulfonyl)propanoate (512 mg, 2.84 mmol) were converted to the title compound (1.17 g, 106%) containing minor solvent impurities following the general procedure of step 2 in Preparation 2 for the formation of compound (1). 1H NMR (400 MHz, CHLOROFORM-d) δ ppm 1.22-1.31 (m, 3H) 1.68-1.75 (m, 3H) 2.16-2.27 (m, 1H) 2.45-2.59 (m, 2H) 2.69-2.85 (m, 1H) 2.89 (s, 3H) 4.21-4.33 (m, 2H) 5.01-5.09 (m, 2H) 6.94-7.01 (m, 2H) 7.21... Reactants: O=C([O-])O, C1CCNCC1, O=C(O)c1ccc([N+](=O)[O-])cc1, [Na+], C1CCOC1. The product is O=C(c1ccc([N+](=O)[O-])cc1)N1CCCCC1. RXN SMILES: [C:19](=[O:20])([OH:21])[O-:22].[CH2:13]1[CH2:14][CH2:15][NH:16][CH2:17][CH2:18]1.[N+:1](=[O:2])([O-:3])[c:4]1[cH:5][cH:6][c:7]([C:8](=[O:9])[OH:10])[cH:11][cH:12]1.[Na+:23].[O:24]1[CH2:25][CH2:26][CH2:27][CH2:28]1>>[N+:1](=[O:2])([O-:3])[c:4]1[cH:5][cH:6][c:7]([C:8](=[O:10])[N:16]2[CH2:15][CH2:14][CH2:13][CH2:18][CH2:17]2)[cH:11][cH:12]1. The reactants are C1=C(C2=C(N1C3C(C(C(O3)CO)O)O)N=C(N=C2N)Cl)C#N (2-chloro-toyocamycin), OO (hydrogen peroxide), OO (hydrogen peroxide), OO (hydrogen peroxide), OO (hydrogen peroxide). Run in [OH-].[NH4+] (ammonium hydroxide). Reaction conditions: time 2 hour. The product is NC=1C2=C(N=C(N1)Cl)N(C=C2C(=O)N)[C@H]2[C@H](O)[C@H](O)[C@H](O2)CO (4-Amino-2-chloro-7-(β-D-ribofuranosyl)pyrrolo[2,3-d]-pyrimidine-5-carboxamide). As a reaction SMILES: [CH:1]1[N:5]([CH:6]2[O:10][CH:9]([CH2:11][OH:12])[CH:8]([OH:13])[CH:7]2[OH:14])[C:4]2[N:15]=[C:16]([Cl:20])[N:17]=[C:18]([NH2:19])[C:3]=2[C:2]=1[C:21]#[N:22].[OH:23]O>[OH-].[NH4+]>[NH2:19][C:18]1[C:3]2[C:2]([C:21]([NH2:22])=[O:23])=[CH:1][N:5]([C@@H:6]3[O:10][C@H:9]([CH2:11][OH:12])[C@@H:8]([OH:13])[C@H:7]3[OH:14])[C:4]=2[N:15]=[C:16]([Cl:20])[N:17]=1 |f:2.3|. Reported procedure: 2-Chlorotoyocamycin (6, 200 mg) was suspended in 40 ml of conc. ammonium hydroxide and 4 ml of 30% hydrogen peroxide were added. The mixture was stirred at room temperature for 2 hr and 2 more ml of 30% hydrogen peroxide were added. Stirring at room temperature was continued for 2 more hours and 2 more ml of 30% hydrogen peroxide were added and the solution was stirred at room temperature for an additional 12 hr. One more ml of hydrogen peroxide was added and stirring at room temperature was con... The reactants are Cn1c(Cl)ncc(Br)c1=O, CCCCO, CCOC(C)=O, NCC1CC1, [Na+], O=C([O-])O. Product: Cn1c(NCC2CC2)ncc(Br)c1=O. Reaction SMILES: [Br:1][c:2]1[c:3](=[O:10])[n:4]([CH3:9])[c:5]([Cl:8])[n:6][cH:7]1.[CH2:21]([OH:22])[CH2:23][CH2:24][CH3:25].[CH3:26][CH2:27][O:28][C:29]([CH3:30])=[O:31].[CH:11]1([CH2:14][NH2:15])[CH2:12][CH2:13]1.[Na+:20].[O-:16][C:17]([OH:18])=[O:19]>>[Br:1][c:2]1[c:3](=[O:10])[n:4]([CH3:9])[c:5]([NH:15][CH2:14][CH:11]2[CH2:12][CH2:13]2)[n:6][cH:7]1.